From a dataset of the Open Reaction Database (ORD), a public repository of structured organic reaction records. describe an organic reaction: reactants, conditions, products, and yield The product is CN(Cc1cccc(OCc2ccc(Cl)cc2)c1)CC1CC1. Reaction SMILES: [CH2:26]=[O:27].[CH:23]([OH:24])=[O:25].[Cl:1][c:2]1[cH:3][cH:4][c:5]([CH2:6][O:7][c:8]2[cH:9][c:10]([CH2:11][NH:12][CH2:13][CH:14]3[CH2:15][CH2:16]3)[cH:17][cH:18][cH:19]2)[cH:20][cH:21]1.[ClH:22]>>[Cl:1][c:2]1[cH:3][cH:4][c:5]([CH2:6][O:7][c:8]2[cH:9][c:10]([CH2:11][N:12]([CH2:13][CH:14]3[CH2:15][CH2:16]3)[CH3:23])[cH:17][cH:18][cH:19]2)[cH:20][cH:21]1. The reactants are C=O, O=CO, Clc1ccc(COc2cccc(CNCC3CC3)c2)cc1, Cl. The reactants are OC1=CC=C(C=C1)C(CCC1=CC=CC=C1)=O (1-(4-Hydroxy-phenyl)-3-phenyl-propan-1-one), C([O-])([O-])=O.[Cs+].[Cs+] (cesium carbonate), IC(C)O (iodoethanol). The solvent is O1CCOCC1 (dioxane). Product: OCCOC1=CC=C(C=C1)C(CCC1=CC=CC=C1)=O (1-[4-(2-Hydroxy-ethoxy)-phenyl]-3-phenyl-propan-1-one). As a reaction SMILES: [OH:1][C:2]1[CH:7]=[CH:6][C:5]([C:8](=[O:17])[CH2:9][CH2:10][C:11]2[CH:16]=[CH:15][CH:14]=[CH:13][CH:12]=2)=[CH:4][CH:3]=1.C(=O)([O-])[O-].[Cs+].[Cs+].I[CH:25]([OH:27])[CH3:26]>O1CCOCC1>[OH:27][CH2:25][CH2:26][O:1][C:2]1[CH:3]=[CH:4][C:5]([C:8](=[O:17])[CH2:9][CH2:10][C:11]2[CH:12]=[CH:13][CH:14]=[CH:15][CH:16]=2)=[CH:6][CH:7]=1 |f:1.2.3|. Procedure details: A mixture of 1-(4-hydroxy-phenyl)-3-phenyl-propan-1-one from Example K (6.9 g, 30.5 mmol), and cesium carbonate (19.9 g, 61 mmol) was dissolved in dioxane (300 mL). This mixture was heated to reflux for 1 hour then treated with iodoethanol (2.85 mL, 36.5 mmol) and refluxed overnight; the reaction mixture was cooled and concentrated. The product was partitioned between EtOAc and 1N HCl. The organic layer was dried (MgSO4) and concentrated to dryness. Purification by silica gel chromatography, elu... Procedure details: The title compound was prepared from 2-aminopyridine and 1-bromo-2-butanone, employing procedures analogous to those described in Procedure 27 Step A. Starting materials: NC1=NC=CC=C1 (2-aminopyridine), BrCC(CC)=O (1-bromo-2-butanone). RXN SMILES: [NH2:1][C:2]1[CH:7]=[CH:6][CH:5]=[CH:4][N:3]=1.Br[CH2:9][C:10](=O)[CH2:11][CH3:12]>>[CH2:11]([C:10]1[N:1]=[C:2]2[CH:7]=[CH:6][CH:5]=[CH:4][N:3]2[CH:9]=1)[CH3:12]. The product is C(C)C=1N=C2N(C=CC=C2)C1 (2-Ethyl-imidazo[1,2-a]pyridine). Reactants: O=C(N1C=CC=2C=CC(F)=CC21)C(C)(C)C. Reagents/catalysts: BrB(Br)Br, OC(C)(C)C(O)(C)C. Reaction conditions: temperature 25 celsius, time 16 hour. The product is O=C(N1C=CC=2C=CC(F)=C(B3OC(C)(C)C(O3)(C)C)C21)C(C)(C)C. Isolated yield 64.0%.